This data is from the Open Reaction Database (ORD), a public repository of structured organic reaction records. The task is: describe an organic reaction: reactants, conditions, products, and yield Run at time 14 hour. Procedure: 17.1 2.5 g (9.763 mmol) of 4-chloro-3-nitrobenzenesulfonyl chloride are dissolved in 100 ml of DCM. 1.574 ml (19.5 mmol) of pyridine and 1.086 ml (9.760 mmol) of N-methylpiperazine are added, and the mixture is stirred at room temperature for 14 h. The reaction mixture is washed 3× with water, the organic phase is dried using sodium sulfate, filtered, and the solvent is removed, giving 1-(4-chloro-3-nitrobenzenesulfonyl)-4-methylpiperazine; EI-MS [M]+ 319. Product: ClC1=C(C=C(C=C1)S(=O)(=O)N1CCN(CC1)C)[N+](=O)[O-] (1-(4-chloro-3-nitrobenzenesulfonyl)-4-methylpiperazine). The solvent is C(Cl)Cl (DCM). As a reaction SMILES: [Cl:1][C:2]1[CH:7]=[CH:6][C:5]([S:8](Cl)(=[O:10])=[O:9])=[CH:4][C:3]=1[N+:12]([O-:14])=[O:13].N1C=CC=CC=1.[CH3:21][N:22]1[CH2:27][CH2:26][NH:25][CH2:24][CH2:23]1>C(Cl)Cl>[Cl:1][C:2]1[CH:7]=[CH:6][C:5]([S:8]([N:25]2[CH2:26][CH2:27][N:22]([CH3:21])[CH2:23][CH2:24]2)(=[O:10])=[O:9])=[CH:4][C:3]=1[N+:12]([O-:14])=[O:13]. Reactants: 17.1, ClC1=C(C=C(C=C1)S(=O)(=O)Cl)[N+](=O)[O-] (4-chloro-3-nitrobenzenesulfonyl chloride), N1=CC=CC=C1 (pyridine), CN1CCNCC1 (N-methylpiperazine). Reactants: C(C1=CC=CC=C1)OC1=CC=C(C=C1)N(C1CCNCC1)CC=C(C)C ((4-Benzyloxy-phenyl)-(3-methvl-but-2-enyl)-piperidin-4-yl-amine), C(C)(C)(C)OC(=O)N1CCC(CC1)N(CC=C(C)C)C1=CC=C(C=C1)OCC1=CC=CC=C1 (4-[(4-Benzyloxy-phenyl)-(3-methyl-but-2-enyl)-amino]-piperidine-1-carboxylic acid tert-butyl ester), C(=O)(C(F)(F)F)O (TFA). Run in C(Cl)Cl (CH2Cl2). Product: C(C1=CC=CC=C1)OC1=CC=C(C=C1)N(C1CCN(CC1)CCC(C)C)CC=C(C)C ((4-Benzyloxy-phenyl)-(3-methyl-but-2-enyl)-[1-(3-methyl-butyl)-piperidin-4-yl]-amine). The yield is 99.0%. RXN SMILES: [CH2:1]([O:8][C:9]1[CH:14]=[CH:13][C:12]([N:15]([CH2:22][CH:23]=[C:24]([CH3:26])[CH3:25])[CH:16]2[CH2:21][CH2:20][NH:19][CH2:18][CH2:17]2)=[CH:11][CH:10]=1)[C:2]1[CH:7]=[CH:6][CH:5]=[CH:4][CH:3]=1.C(OC(N1CCC(N(C2C=CC(OCC3C=CC=CC=3)=CC=2)[CH2:41][CH:42]=[C:43]([CH3:45])[CH3:44])CC1)=O)(C)(C)C.C(O)(C(F)(F)F)=O>C(Cl)Cl>[CH2:1]([O:8][C:9]1[CH:14]=[CH:13][C:12]([N:15]([CH2:22][CH:23]=[C:24]([CH3:26])[CH3:25])[CH:16]2[CH2:21][CH2:20][N:19]([CH2:41][CH2:42][CH:43]([CH3:45])[CH3:44])[CH2:18][CH2:17]2)=[CH:11][CH:10]=1)[C:2]1[CH:3]=[CH:4][CH:5]=[CH:6][CH:7]=1. Procedure: The preparation of (4-Benzyloxy-phenyl)-(3-methvl-but-2-enyl)-piperidin-4-yl-amine, (Ic): 4-[(4-Benzyloxy-phenyl)-(3-methyl-but-2-enyl)-amino]-piperidine-1-carboxylic acid tert-butyl ester (5.0 g, 11.1 mmol) was dissolved in CH2Cl2 (20 mL) and treated with TFA (20 mL). The reaction was stirred for ten minutes, then concentrated in vacuo. The residue was redissolved in EtOAc (400 mL), then washed with saturated bicarbonate solution (2×400 mL) and brine (1×400 mL), dried over Na2SO4, and concentra... Product: NC(=O)c1ccc(N2CCOCC2)c2cccnc12. Reactants: CO, [K+], N#Cc1ccc(N2CCOCC2)c2cccnc12, [OH-], OO. Reaction SMILES: [CH3:23][OH:24].[K+:20].[O:1]1[CH2:2][CH2:3][N:4]([c:7]2[c:8]3[cH:9][cH:10][cH:11][n:12][c:13]3[c:14]([C:17]#[N:18])[cH:15][cH:16]2)[CH2:5][CH2:6]1.[OH-:19].[OH:21][OH:22]>>[O:1]1[CH2:2][CH2:3][N:4]([c:7]2[c:8]3[cH:9][cH:10][cH:11][n:12][c:13]3[c:14]([C:17]([NH2:18])=[O:19])[cH:15][cH:16]2)[CH2:5][CH2:6]1. Starting materials: CON(C(=O)C=1N=CN(C1)C=1C=C(C=CC1)C1=C(C=CC=C1)C#N)C (1-(2′-Cyano-biphenyl-3-yl)-1H-imidazole-4-carboxylic acid methoxy-methyl-amide), O1C=CC=C1 (furane). Yields the product O1C(=CC=C1)C(=O)C=1N=CN(C1)C=1C=C(C=CC1)C=1C(=CC=CC1)C#N (3′-[4-(Furan-2-carbonyl)-imidazol-1-yl]-biphenyl-2-carbonitrile). RXN SMILES: CON(C)[C:4]([C:6]1[N:7]=[CH:8][N:9]([C:11]2[CH:12]=[C:13]([C:17]3[CH:22]=[CH:21][CH:20]=[CH:19][C:18]=3[C:23]#[N:24])[CH:14]=[CH:15][CH:16]=2)[CH:10]=1)=[O:5].[O:26]1[CH:30]=[CH:29][CH:28]=[CH:27]1>>[O:26]1[CH:30]=[CH:29][CH:28]=[C:27]1[C:4]([C:6]1[N:7]=[CH:8][N:9]([C:11]2[CH:12]=[C:13]([C:17]3[C:18]([C:23]#[N:24])=[CH:19][CH:20]=[CH:21][CH:22]=3)[CH:14]=[CH:15][CH:16]=2)[CH:10]=1)=[O:5]. Procedure details: This compound is prepared by method C using compound 12d and furane Reactants: C(C)OC12CC(C1)(C2)NC(C)=O (N-(3-ethoxybicyclo[1.1.1]pentan-1-yl)acetamide), [OH-].[Na+] (sodium hydroxide). The product is C(C)OC12CC(C1)(C2)N (3-ethoxybicyclo[1.1.1]pentan-1-amine). RXN SMILES: [CH2:1]([O:3][C:4]12[CH2:8][C:6]([NH:9]C(=O)C)([CH2:7]1)[CH2:5]2)[CH3:2].[OH-].[Na+]>>[CH2:1]([O:3][C:4]12[CH2:8][C:6]([NH2:9])([CH2:7]1)[CH2:5]2)[CH3:2] |f:1.2|. Reported procedure: Hydrolysis of N-(3-ethoxybicyclo[1.1.1]pentan-1-yl)acetamide (2) with sodium hydroxide (or basic aqueous conditions) gives 3-ethoxybicyclo[1.1.1]pentan-1-amine (6) (Scheme 5). Starting materials: Cl (hydrochloric acid), [OH-].[Na+] (sodium hydroxide), ClC1=C(N=C(C(=N1)C(=O)OC)OC)NCC (methyl 6-chloro-5-ethylamino-3-methoxypyrazine-2-carboxylate). Run in O (water). Reaction conditions: time 2 hour. Product: 92.5, ClC1=C(N=C(C(=N1)C(=O)O)OC)NCC (6-chloro-5-ethylamino-3-methoxypyrazine-2-carboxylic acid). As a reaction SMILES: [OH-].[Na+].[Cl:3][C:4]1[N:9]=[C:8]([C:10]([O:12]C)=[O:11])[C:7]([O:14][CH3:15])=[N:6][C:5]=1[NH:16][CH2:17][CH3:18].Cl>O>[Cl:3][C:4]1[N:9]=[C:8]([C:10]([OH:12])=[O:11])[C:7]([O:14][CH3:15])=[N:6][C:5]=1[NH:16][CH2:17][CH3:18] |f:0.1|. Reported procedure: In a solution of 18.7 g. of sodium hydroxide in 400 ml. of water was suspended 104 g. of methyl 6-chloro-5-ethylamino-3-methoxypyrazine-2-carboxylate and the suspension was stirred for 15 hours at room temperature to give a homogeneous solution. The solution was acidified with 80 ml. of an aqueous 18% hydrochloric acid solution and then allowed to stand for 2 hours at 5°-10° C. The crystals formed were recovered by filtration, washed with water and dried over anhydrous phosphorous pentoxide unde...